This data is from the Open Reaction Database (ORD), a public repository of structured organic reaction records. The task is: describe an organic reaction: reactants, conditions, products, and yield Starting materials: [N+](=O)([O-])C1=CC=C(C=C1)OC(C(F)F)(F)F (1-nitro-4-(1,1,2,2-tetrafluoroethoxy)-benzene), C(C)O (ethanol). The reagents and catalysts are [Pd] (palladium-on-charcoal). Yields the product FC(C(F)F)(OC1=CC=C(C=C1)NC(C)=O)F (N-[4-(1,1,2,2-tetrafluoroethoxy)phenyl]-acetamide). Yield: 97.0%. As a reaction SMILES: [N+:1]([C:4]1[CH:9]=[CH:8][C:7]([O:10][C:11]([F:16])([F:15])[CH:12]([F:14])[F:13])=[CH:6][CH:5]=1)([O-])=O.[CH2:17]([OH:19])[CH3:18]>[Pd]>[F:15][C:11]([F:16])([O:10][C:7]1[CH:8]=[CH:9][C:4]([NH:1][C:17](=[O:19])[CH3:18])=[CH:5][CH:6]=1)[CH:12]([F:14])[F:13]. Procedure details: 55 g of 1-nitro-4-(1,1,2,2-tetrafluoroethoxy)-benzene are hydrogenated in 300 ml of ethanol over 0.5 g of 10% strength palladium-on-charcoal in a circulatory hydrogenation apparatus under atmospheric pressure at 20°-45° C. for 1 hour, the catalyst is filtered off and the solution is concentrated in vacuo at 40° C. The 4-(1,1,2,2-tetrafluoroethoxy)aniline is diluted with 100 ml of glacial acetic acid, 23 ml of acetic anhydride are added dropwise at room temperature, 2 ml of water are added after ... Reactants: C(CCC)[Li] (n-Butyllithium), FC1=C(C#N)C=CC=C1 (2-Fluorobenzonitrile), C(C)(C)NC(C)C (diisopropyl amine), CN(N=O)C (N,N-dimethyl nitrous amide). The solvent is C1CCOC1 (THF), C1CCOC1 (THF), C1CCOC1 (THF). Run at time 90 minute. Product: FC1=C(C=CC=C1)C=1N=NN(C1)C (4-(2-fluorophenyl)-1-methyl-1H-1,2,3-triazole). The yield is 44.1%. Reaction SMILES: C(NC(C)C)(C)C.C([Li])CCC.[CH3:13][N:14]([CH3:17])[N:15]=O.[F:18][C:19]1[CH:26]=[CH:25][CH:24]=[CH:23][C:20]=1[C:21]#[N:22]>C1COCC1>[F:18][C:19]1[CH:26]=[CH:25][CH:24]=[CH:23][C:20]=1[C:21]1[N:22]=[N:15][N:14]([CH3:17])[CH:13]=1. Reported procedure: To a pre cooled (−78° C., internal temp. −70° C.) solution of diisopropyl amine (193.13 g, 1899.04 mmol) in THF (1500 ml) under nitrogen atmosphere was added n-Butyllithium (759.617 ml, 1899.04 mmol, 2.5 M solution in hexane) and stirred for 90 min. Then N,N-dimethyl nitrous amide 2 (134.57 g, 1816.48 mmol) in THF (500 ml) was cannulated portion wise during a period of 30 min. and stirred for 1 h. Then a solution of 2-Fluorobenzonitrile 1 (100.0 g, 825.671 mmol) in THF (500 ml) was cannulated po... The reactants are [Li]CCCC, ClCCN(Cc1ccccc1)Cc1ccoc1, CCCCCC, [Na+], C1CCOC1, [OH-]. The product is c1ccc(CN2CCc3occc3C2)cc1. Reaction SMILES: [CH2:18]([Li:19])[CH2:20][CH2:21][CH3:22].[CH2:1]([c:2]1[cH:3][cH:4][cH:5][cH:6][cH:7]1)[N:8]([CH2:9][c:10]1[cH:11][o:12][cH:13][cH:14]1)[CH2:15][CH2:16][Cl:17].[CH3:30][CH2:31][CH2:32][CH2:33][CH2:34][CH3:35].[Na+:24].[O:25]1[CH2:26][CH2:27][CH2:28][CH2:29]1.[OH-:23]>>[CH2:1]([c:2]1[cH:3][cH:4][cH:5][cH:6][cH:7]1)[N:8]1[CH2:9][c:10]2[c:11]([o:12][cH:13][cH:14]2)[CH2:16][CH2:15]1. Reactants: ClC1=CC2=C(OC3=C(CN2C(=O)O)C=CC=C3)C=C1 (8-chlorodibenz[b,f][1,4]oxazepine-10(11H)-carboxylic acid), BrCC(=O)NNC(=O)N1C2=C(OC3=C(C1)C=CC=C3)C=CC(=C2)Cl (8-chlorodibenz[b,f][1,4]oxazepine-10(11H)-carboxylic acid, 2-(bromoacetyl) hydrazide), C(C)OP(OCC)OCC (triethylphosphite), C(C)OP(OCC)OCC (triethylphosphite), N[C@@H](CC1=CC=C2C=CC=CC2=C1)C(=O)O (Nal). Reagents/catalysts: [Na+].[I-] (NaI). Solvent: O1CCCC1 (tetrahydrofuran). Product: C(C)OP(=O)(OCC)CC(=O)NNC(=O)N1C2=C(OC3=C(C1)C=CC=C3)C=CC(=C2)Cl (8-chlorodibenz-[b,f][1,4]oxazepine-10(11H)-carboxylic acid, 2-[(diethoxyphosphinyl)acetyl]hydrazide). The yield is 83.0%. As a reaction SMILES: ClC1C=CC2OC3C=CC=CC=3CN(C(O)=O)C=2C=1.Br[CH2:21][C:22]([NH:24][NH:25][C:26]([N:28]1[CH2:34][C:33]2[CH:35]=[CH:36][CH:37]=[CH:38][C:32]=2[O:31][C:30]2[CH:39]=[CH:40][C:41]([Cl:43])=[CH:42][C:29]1=2)=[O:27])=[O:23].[CH2:44]([O:46][P:47]([O:51]CC)[O:48][CH2:49][CH3:50])[CH3:45].N[C@H](C(O)=O)CC1C=C2C(C=CC=C2)=CC=1>O1CCCC1.[Na+].[I-]>[CH2:44]([O:46][P:47]([CH2:21][C:22]([NH:24][NH:25][C:26]([N:28]1[CH2:34][C:33]2[CH:35]=[CH:36][CH:37]=[CH:38][C:32]=2[O:31][C:30]2[CH:39]=[CH:40][C:41]([Cl:43])=[CH:42][C:29]1=2)=[O:27])=[O:23])([O:48][CH2:49][CH3:50])=[O:51])[CH3:45] |f:5.6|. Reported procedure: To a stirring solution of 2.57 g (6.3 mmol) of 8-chlorodibenz[b,f][1,4]oxazepine-10(11H)-carboxylic acid, 2bromoacetyl) hydrazide (19), prepared as described in Example 19 above, in 75 mL of tetrahydrofuran (THF) was added 1.25 g (7.5 mmol) of triethylphosphite and 0.15 g (1 mmol) of Nal. After 22 hours of refluxing, an additional 0.62 g (3.75 mmol) of triethylphosphite and 0.05 g (0.33 mmol) of NaI were added to the reaction, which was refluxed an additional 24 hours. The solvent was then remov...